Dataset: the Open Reaction Database (ORD), a public repository of structured organic reaction records. Task: describe an organic reaction: reactants, conditions, products, and yield Starting materials: CN(C)P(=O)(N(C)C)N(C)C, COc1ccc2cc(C(C)(C)O)ccc2c1, O. Product: C=C(C)c1ccc2cc(OC)ccc2c1. As a reaction SMILES: [CH3:18][N:19]([P:20]([N:21]([CH3:22])[CH3:23])([N:24]([CH3:25])[CH3:26])=[O:27])[CH3:28].[CH3:1][O:2][c:3]1[cH:4][c:5]2[cH:6][cH:7][c:8]([C:13]([CH3:14])([CH3:15])[OH:16])[cH:9][c:10]2[cH:11][cH:12]1.[OH2:17]>>[CH3:1][O:2][c:3]1[cH:4][c:5]2[cH:6][cH:7][c:8]([C:13](=[CH2:14])[CH3:15])[cH:9][c:10]2[cH:11][cH:12]1.